From a dataset of the Open Reaction Database (ORD), a public repository of structured organic reaction records. describe an organic reaction: reactants, conditions, products, and yield Reactants: COC(NC(C(C)C)C(=O)N1C(CC(C1)=C)C=1NC(=CN1)C1=CC2=CC=C(C=C2C=C1)Br)=O ((1-{2-[5-(6-Bromo-naphthalen-2-yl)-1H-imidazol-2-yl]-4-methylene-pyrrolidine-1-carbonyl}-2-methyl-propyl)-carbamic acid methyl ester), C(C)(C)(C)OC(=O)N1C(CC(C1)C#N)C=1NC(=CN1)C1=CC=C(C=C1)B1OC(C(O1)(C)C)(C)C (4-Cyano-2-{5-[4-(4,4,5,5-tetramethyl-[1,3,2]dioxaborolan-2-yl)-phenyl]-1H-imidazol-2-yl}-pyrrolidine-1-carboxylic acid tert-butyl ester), Pd[PPh3], C([O-])([O-])=O.[K+].[K+] (potassium carbonate), O (water). The solvent is COCCOC (DME). Yields the product C(C)(C)(C)OC(=O)N1C(CC(C1)C#N)C=1NC(=CN1)C1=CC=C(C=C1)C1=CC2=CC=C(C=C2C=C1)C=1NC(=NC1)C1N(CC(C1)=C)C(C(C(C)C)NC(=O)OC)=O (4-Cyano-2-{5-[4-(6-{2-[1-(2-methoxycarbonylamino-3-methyl-butyryl)-4-methylene-pyrrolidin-2-yl]-3H-imidazol-4-yl}-naphthalen-2-yl)-phenyl]-1H-imidazol-2-yl}-pyrrolidine-1-carboxylic acid tert-butyl ester). Reaction SMILES: [CH3:1][O:2][C:3](=[O:33])[NH:4][CH:5]([C:9]([N:11]1[CH2:15][C:14](=[CH2:16])[CH2:13][CH:12]1[C:17]1[NH:18][C:19]([C:22]2[CH:31]=[CH:30][C:29]3[C:24](=[CH:25][CH:26]=[C:27](Br)[CH:28]=3)[CH:23]=2)=[CH:20][N:21]=1)=[O:10])[CH:6]([CH3:8])[CH3:7].[C:34]([O:38][C:39]([N:41]1[CH2:45][CH:44]([C:46]#[N:47])[CH2:43][CH:42]1[C:48]1[NH:49][C:50]([C:53]2[CH:58]=[CH:57][C:56](B3OC(C)(C)C(C)(C)O3)=[CH:55][CH:54]=2)=[CH:51][N:52]=1)=[O:40])([CH3:37])([CH3:36])[CH3:35].C(=O)([O-])[O-].[K+].[K+].O>COCCOC>[C:34]([O:38][C:39]([N:41]1[CH2:45][CH:44]([C:46]#[N:47])[CH2:43][CH:42]1[C:48]1[NH:49][C:50]([C:53]2[CH:58]=[CH:57][C:56]([C:27]3[CH:26]=[CH:25][C:24]4[C:29](=[CH:30][CH:31]=[C:22]([C:19]5[NH:18][C:17]([CH:12]6[CH2:13][C:14](=[CH2:16])[CH2:15][N:11]6[C:9](=[O:10])[CH:5]([NH:4][C:3]([O:2][CH3:1])=[O:33])[CH:6]([CH3:8])[CH3:7])=[N:21][CH:20]=5)[CH:23]=4)[CH:28]=3)=[CH:55][CH:54]=2)=[CH:51][N:52]=1)=[O:40])([CH3:37])([CH3:35])[CH3:36] |f:2.3.4|. Procedure: (1-{2-[5-(6-Bromo-naphthalen-2-yl)-1H-imidazol-2-yl]-4-methylene-pyrrolidine-1-carbonyl}-2-methyl-propyl)-carbamic acid methyl ester (202 mg, 0.392 mmol), 4-Cyano-2-{5-[4-(4,4,5,5-tetramethyl-[1,3,2]dioxaborolan-2-yl)-phenyl]-1H-imidazol-2-yl}-pyrrolidine-1-carboxylic acid tert-butyl ester (181 mg, 0.392 mmol), Pd[PPh3] (45.6 mg, 0.0392 mmol), potassium carbonate (108 mg, 0.784 mmol) were heated in DME (3 mL)/water (0.4 mL) at 120° C. for 20 minutes under microwave conditions. The volatiles were...